From a dataset of the Open Reaction Database (ORD), a public repository of structured organic reaction records. describe an organic reaction: reactants, conditions, products, and yield The reactants are C1(=CC=CC=C1)C1=C2N(C(C=3C=CC=NC13)=O)CCN2 (2,3-dihydro-10-phenylimidazo-[1,2-g][1,6]naphthyridin-5(1H)-one), C(C)(=O)OC(C)=O (acetic anhydride). Run in N1=CC=CC=C1 (pyridine). The product is C(C)(=O)N1CCN2C(C=3C=CC=NC3C(=C21)C2=CC=CC=C2)=O (1-acetyl-2,3-dihydro-10-phenyl-imidazo[1,2-g][1,6]naphthyridin-5(1H)-one). As a reaction SMILES: [C:1]1([C:7]2[C:16]3[N:15]=[CH:14][CH:13]=[CH:12][C:11]=3[C:10](=[O:17])[N:9]3[CH2:18][CH2:19][NH:20][C:8]=23)[CH:6]=[CH:5][CH:4]=[CH:3][CH:2]=1.[C:21](OC(=O)C)(=[O:23])[CH3:22]>N1C=CC=CC=1>[C:21]([N:20]1[C:8]2[N:9]([C:10](=[O:17])[C:11]3[CH:12]=[CH:13][CH:14]=[N:15][C:16]=3[C:7]=2[C:1]2[CH:2]=[CH:3][CH:4]=[CH:5][CH:6]=2)[CH2:18][CH2:19]1)(=[O:23])[CH3:22]. Procedure details: Reflux a mixture of 2,3-dihydro-10-phenylimidazo-[1,2-g][1,6]naphthyridin-5(1H)-one (5.5 g), acetic anhydride (10 ml), and pyridine (60 ml) for 30 hours. Cool the reaction mixture and evaporate the volatile reagents--i.e., excess pyridine and acetic anhydride. Partition the residue between chloroform and water, and dry, filter, and concentrate the organic solution Chromatograph the residue over silica gel, elute the column with chloroform, and crystallize the eluate from chloroform-petroleum eth... Run in O1CCCC1 (tetrahydrofuran), CCCCCC (hexane). Reaction SMILES: Br[C:2](Br)=[CH:3][C@H:4]1[CH2:9][CH2:8][C@H:7]([CH2:10][CH2:11][CH2:12][CH2:13][CH3:14])[CH2:6][CH2:5]1.C([Li])CCC.C(=O)([O-])O.[Na+]>O1CCCC1.CCCCCC>[C:3]([C@H:4]1[CH2:9][CH2:8][C@H:7]([CH2:10][CH2:11][CH2:12][CH2:13][CH3:14])[CH2:6][CH2:5]1)#[CH:2] |f:2.3|. Procedure details: A solution of 84.5 g of trans-1-(2,2-dibromovinyl)-4-pentylcyclohexane in 800 ml of absolute tetrahydrofuran was cooled to -75° C. under nitrogen gasification and treated dropwise within 30 minutes with 400 ml of an about 1.6M solution of butyl lithium in hexane. The mixture was subsequently stirred at -70° C. for a further 2 hour, then poured into 5.5 l of 2% (wt./vol.) sodium hydrogen carbonate solution and extracted with 1 l of hexane. The aqueous phase was back-extracted with 700 ml of hexan... Yield: 91.1%. Run at temperature -70 celsius, time 2 hour. Starting materials: C(O)([O-])=O.[Na+] (sodium hydrogen carbonate), BrC(=C[C@@H]1CC[C@H](CC1)CCCCC)Br (trans-1-(2,2-dibromovinyl)-4-pentylcyclohexane), solution, C(CCC)[Li] (butyl lithium). Yields the product C(#C)[C@@H]1CC[C@H](CC1)CCCCC (trans-1-ethynyl-4-pentylcyclohexane). Starting materials: [Al+3], COc1ccc2c(c1OC)CCC2=O, [Cl-], [Cl-], [Cl-], ClCCCl. Product: COc1ccc2c(c1O)CCC2=O. As a reaction SMILES: [Al+3:16].[CH3:1][O:2][c:3]1[c:4]2[c:8]([cH:9][cH:10][c:11]1[O:12][CH3:13])[C:7](=[O:14])[CH2:6][CH2:5]2.[Cl-:15].[Cl-:17].[Cl-:18].[Cl:19][CH2:20][CH2:21][Cl:22]>>[OH:2][c:3]1[c:4]2[c:8]([cH:9][cH:10][c:11]1[O:12][CH3:13])[C:7](=[O:14])[CH2:6][CH2:5]2. Reactants: C([O-])([O-])=O.[K+].[K+] (Potassium carbonate), (2-bromomethyl)benzonitrile, C(C1=CC=CC=C1)N1C(NC2=C1C(=NC=C2)Cl)=O (3-benzyl-4-chloro1,3-dihydroimidazo[4.5-c]pyridin-2-one), C(C)(=O)OCC (Ethyl acetate), O (water). Run in CN(C=O)C (N,N-dimethylformamide). Conditions: time 16 hour. Yields the product C(C1=CC=CC=C1)N1C(N(C2=C1C(=NC=C2)Cl)CC2=C(C#N)C=CC=C2)=O (2-(3-Benzyl-4-chloro-2-oxo-2,3-dihydroimidazo[4.5-c]pyridin-1-ylmethyl)benzonitrile). As a reaction SMILES: [C:1](=[O:4])([O-])[O-].[K+].[K+].[CH2:7]([N:14]1[C:18]2[C:19]([Cl:23])=[N:20][CH:21]=[CH:22][C:17]=2[NH:16][C:15]1=O)[C:8]1[CH:13]=[CH:12][CH:11]=[CH:10][CH:9]=1.C(O[CH2:29][CH3:30])(=O)C.O>CN(C)C=O>[CH2:7]([N:14]1[C:18]2[C:19]([Cl:23])=[N:20][CH:21]=[CH:22][C:17]=2[N:16]([CH2:15][C:30]2[CH:29]=[CH:11][CH:10]=[CH:9][C:8]=2[C:7]#[N:14])[C:1]1=[O:4])[C:8]1[CH:13]=[CH:12][CH:11]=[CH:10][CH:9]=1 |f:0.1.2|. Procedure details: Potassium carbonate (0.152 g) and (2-bromomethyl)benzonitrile (0.216 g) were added to a solution of 3-benzyl-4-chloro1,3-dihydroimidazo[4.5-c]pyridin-2-one (0.259 g) in N,N-dimethylformamide (5 mL). This was stirred at room temperature for 16 hours. Ethyl acetate (60 mL) and water (30 mL) were added, and the organic layer was washed twice with 30 mL of water and once with 30 mL of saturated aqueous sodium chloride solution. This was then dried over anhydrous magnesium sulfate. The organic layer ... Reactants: hydrochloride salt, O (water), C1(=CC=CC=C1)S(=O)(=O)Cl (benzenesulfonyl chloride), ClC=1C=C(C=CC1)[C@@H]1CNCC[C@H]1C1=CC=CC=C1 (rac-trans-3-(m-chlorophenyl)-4-phenylpiperidine). Solvent: C(Cl)Cl (methylene chloride). Conditions: time 4 hour. Yields the product C1(=CC=CC=C1)S(=O)(=O)N1C[C@H]([C@@H](CC1)C1=CC=CC=C1)C1=CC(=CC=C1)Cl (trans-1-benzenesulfonyl-3-(3-chloro-phenyl)-4-phenyl-piperidine). The yield is 98.0%. RXN SMILES: [Cl:1][C:2]1[CH:3]=[C:4]([C@H:8]2[C@H:13]([C:14]3[CH:19]=[CH:18][CH:17]=[CH:16][CH:15]=3)[CH2:12][CH2:11][NH:10][CH2:9]2)[CH:5]=[CH:6][CH:7]=1.[C:20]1([S:26](Cl)(=[O:28])=[O:27])[CH:25]=[CH:24][CH:23]=[CH:22][CH:21]=1.O>C(Cl)Cl>[C:20]1([S:26]([N:10]2[CH2:11][CH2:12][C@@H:13]([C:14]3[CH:19]=[CH:18][CH:17]=[CH:16][CH:15]=3)[C@H:8]([C:4]3[CH:5]=[CH:6][CH:7]=[C:2]([Cl:1])[CH:3]=3)[CH2:9]2)(=[O:28])=[O:27])[CH:25]=[CH:24][CH:23]=[CH:22][CH:21]=1. Procedure details: To the hydrochloride salt of rac-trans-3-(m-chlorophenyl)-4-phenylpiperidine (CAS Reg. No.: [134823-41-9]) (500 mg) in methylene chloride (10 mL) triethylamine (677 μL) and benzenesulfonyl chloride (229 μL) were added. The reaction mixture was stirred at room temperature for 4 h, water was added, the phases were separated, and the inorganic one was extracted with ethyl acetate (×3). The organic layers were combined, washed with brine, dried (Na2SO4) and concentrated in vacuo. Column chromatograp... Starting materials: ClC1=CC(=NC2=CC(=CC=C12)OC)C1=CC=C(C=C1)C (4-chloro-7-methoxy-2-p-tolyl-quinoline), NCC(CN)O (1,3-diamino-2-propanol). Yields the product Cl.NCC(CNC1=CC(=NC2=CC(=CC=C12)OC)C1=CC=C(C=C1)C)O ((RS)-1-Amino-3-(7-methoxy-2-p-tolyl-quinolin-4-ylamino)-propan-2-ol hydrochloride). Reaction SMILES: [Cl:1][C:2]1[C:11]2[C:6](=[CH:7][C:8]([O:12][CH3:13])=[CH:9][CH:10]=2)[N:5]=[C:4]([C:14]2[CH:19]=[CH:18][C:17]([CH3:20])=[CH:16][CH:15]=2)[CH:3]=1.[NH2:21][CH2:22][CH:23]([OH:26])[CH2:24][NH2:25]>>[ClH:1].[NH2:21][CH2:22][CH:23]([OH:26])[CH2:24][NH:25][C:2]1[C:11]2[C:6](=[CH:7][C:8]([O:12][CH3:13])=[CH:9][CH:10]=2)[N:5]=[C:4]([C:14]2[CH:19]=[CH:18][C:17]([CH3:20])=[CH:16][CH:15]=2)[CH:3]=1 |f:2.3|. Procedure details: The title compound, MS: m/e=337 (M+), was prepared from 4-chloro-7-methoxy-2-p-tolyl-quinoline and 1,3-diamino-2-propanol. The reactants are Cl.C(C1=CC=CC=C1)OC(C(NCCCC(=O)OCC1=CC=CC=C1)=O)NC(CCCCCCNC(=N)N)=O (benzyl 7-benzyloxy-15-guanidino-6,9-dioxo-5,8-diazapentadecanoate hydrochloride), CN(C=O)C (dimethylformamide). Reagents/catalysts: [Pd] (palladium black). The solvent is C(C)(=O)O (acetic acid). Product: N(C(=N)N)CCCCCCC(NC(C(NCCCC(=O)O)=O)O)=O (15-Guanidino-7-hydroxy-6,9-dioxo-5,8-diazapentadecanoic acid). The yield is 57.5%. As a reaction SMILES: Cl.C([O:9][CH:10]([NH:27][C:28](=[O:39])[CH2:29][CH2:30][CH2:31][CH2:32][CH2:33][CH2:34][NH:35][C:36]([NH2:38])=[NH:37])[C:11](=[O:26])[NH:12][CH2:13][CH2:14][CH2:15][C:16]([O:18]CC1C=CC=CC=1)=[O:17])C1C=CC=CC=1.CN(C)C=O>C(O)(=O)C.[Pd]>[NH:35]([CH2:34][CH2:33][CH2:32][CH2:31][CH2:30][CH2:29][C:28](=[O:39])[NH:27][CH:10]([OH:9])[C:11](=[O:26])[NH:12][CH2:13][CH2:14][CH2:15][C:16]([OH:18])=[O:17])[C:36]([NH2:38])=[NH:37] |f:0.1|. Reported procedure: 0.79 g (1.41 mmol) of benzyl 7-benzyloxy-15-guanidino-6,9-dioxo-5,8-diazapentadecanoate hydrochloride was dissolved in 10 ml of 1N acetic acid and 10 ml of dimethylformamide and catalytically reduced in the presence of palladium black at room temperature under a hydrogen pressure of 10 kg/cm2 for 34 hours. After filtering off the catalyst, the filtrate was adsorbed on 100 ml of CM-Sephadex® C-25 (Na) and subjected to gradient elution between 500 ml of distilled water and 500 ml of 0.3M sodium ch...